Task: describe an organic reaction: reactants, conditions, products, and yield. Dataset: the Open Reaction Database (ORD), a public repository of structured organic reaction records Starting materials: BrN1C(CCC1=O)=O (N-bromosuccinimide), N1(CC2(CC1)CN(C1=CC=CC=C12)C(=O)OCC[Si](C)(C)C)C(=O)OC(C)(C)C (1-(2-(Trimethylsilyl)ethyl) 1′-tert-butyl spiro[indoline-3,3′-pyrrolidine]-1,1′-dicarboxylate), S(=S)(=O)([O-])[O-].[Na+].[Na+] (sodium thiosulfate). Run in O (water), C(C)(C)(C)O (t-butanol). Reaction conditions: temperature 60 celsius, time 15 hour. Product: BrC=1C=C2C(=CC1)N(CC21CN(CC1)C(=O)OC(C)(C)C)C(=O)OCC[Si](C)(C)C (1-(2-(trimethylsilyl)ethyl) 1′-tert-butyl 5-bromospiro[indoline-3,3′-pyrrolidine]-1,1′-dicarboxylate). Isolated yield 71.0%. Reaction SMILES: [N:1]1([C:23]([O:25][C:26]([CH3:29])([CH3:28])[CH3:27])=[O:24])[CH2:5][CH2:4][C:3]2([C:13]3[C:8](=[CH:9][CH:10]=[CH:11][CH:12]=3)[N:7]([C:14]([O:16][CH2:17][CH2:18][Si:19]([CH3:22])([CH3:21])[CH3:20])=[O:15])[CH2:6]2)[CH2:2]1.[Br:30]N1C(=O)CCC1=O.S([O-])([O-])(=O)=S.[Na+].[Na+]>C(O)(C)(C)C.O>[Br:30][C:11]1[CH:12]=[C:13]2[C:3]3([CH2:4][CH2:5][N:1]([C:23]([O:25][C:26]([CH3:29])([CH3:28])[CH3:27])=[O:24])[CH2:2]3)[CH2:6][N:7]([C:14]([O:16][CH2:17][CH2:18][Si:19]([CH3:22])([CH3:20])[CH3:21])=[O:15])[C:8]2=[CH:9][CH:10]=1 |f:2.3.4|. Procedure details: 1-(2-(Trimethylsilyl)ethyl) 1′-tert-butyl spiro[indoline-3,3′-pyrrolidine]-1,1′-dicarboxylate (15.2 g, 36.5 mmol) was dissolved in t-butanol (240 mL) and water (40 mL). Thereafter, N-bromosuccinimide (7.9 g, 44.4 mmol) was added to the above obtained solution at room temperature, and the thus obtained mixture was then stirred at 60° C. for 15 hours. Thereafter, an aqueous solution of sodium thiosulfate was added to the reaction solution, and the mixed solution was then extracted with ethyl aceta... Starting materials: ClC(=O)OC1=CC=C(C=C1)OC1=NC=C(C=C1)C(F)(F)F (4-(5-Trifluoromethyl-pyridin-2-yloxy)-phenyl chloroformate), C1(=CC=CC=C1)O (phenol), C(C1=CC=CC=C1)N(CC1CCNCC1)CC (Benzyl-ethyl-piperidin-4-ylmethyl-amine). The solvent is ClCCl (dichloromethane). Reaction conditions: time 8 hour. Yields the product FC(C=1C=CC(=NC1)OC1=CC=C(C=C1)OC(=O)N1CCC(CC1)CN(CC)CC1=CC=CC=C1)(F)F (4-[(Benzyl-ethyl-amino)-methyl]-piperidine-1-carboxylic acid 4-(5-trifluoromethyl-pyridin-2-yloxy)-phenyl ester). RXN SMILES: [CH2:1]([N:8]([CH2:16][CH3:17])[CH2:9][CH:10]1[CH2:15][CH2:14][NH:13][CH2:12][CH2:11]1)[C:2]1[CH:7]=[CH:6][CH:5]=[CH:4][CH:3]=1.Cl[C:19]([O:21][C:22]1[CH:27]=[CH:26][C:25]([O:28][C:29]2[CH:34]=[CH:33][C:32]([C:35]([F:38])([F:37])[F:36])=[CH:31][N:30]=2)=[CH:24][CH:23]=1)=[O:20].C1(O)C=CC=CC=1>ClCCl>[F:37][C:35]([F:36])([F:38])[C:32]1[CH:33]=[CH:34][C:29]([O:28][C:25]2[CH:26]=[CH:27][C:22]([O:21][C:19]([N:13]3[CH2:12][CH2:11][CH:10]([CH2:9][N:8]([CH2:1][C:2]4[CH:7]=[CH:6][CH:5]=[CH:4][CH:3]=4)[CH2:16][CH3:17])[CH2:15][CH2:14]3)=[O:20])=[CH:23][CH:24]=2)=[N:30][CH:31]=1. Procedure: Benzyl-ethyl-piperidin-4-ylmethyl-amine (1.42 mmol) was dissolved in dichloromethane. 4-(5-Trifluoromethyl-pyridin-2-yloxy)-phenyl chloroformate (1.42 mmol, 0.451 g) (prepared from the corresponding, phenol by conventional methods) was added at room temperature. The reaction mixture was stirred overnight and evaporated to dryness. The crude product was subjected to column chromatography, ethyl acetate/heptane (1:3)→Triethylamine/ethyl acetate 1:9). The fractions containing the title product, was... Reactants: COC(=O)CCC(C(=O)N(CC(=O)O)CCCCC)CS(=O)(=O)C1=CC2=CC=CC=C2C=C1 (N-[2-(2-methoxycarbonylethyl)-3-(2-naphthylsulfonyl)propionyl]-N-pentylglycine), Cl.CNC (dimethylamine hydrochloride), C(#N)P(OCC)(OCC)=O (diethyl cyanophosphonate), Cl (hydrochloric acid). Solvent: CN(C=O)C (N,N-dimethylformamide), C(C)N(CC)CC (triethylamine). Conditions: time 16 hour. Product: CN(C(=O)CN(C(=O)C(CCC(=O)OC)CS(=O)(=O)C1=CC2=CC=CC=C2C=C1)CCCCC)C (methyl 4-[N-(N,N-dimethylcarbamoylmethyl)-N-pentylcarbamoyl]-5-(2-naphthylsulfonyl)pentanoate). Isolated yield 89.9%. As a reaction SMILES: [CH3:1][O:2][C:3]([CH2:5][CH2:6][CH:7]([CH2:20][S:21]([C:24]1[CH:33]=[CH:32][C:31]2[C:26](=[CH:27][CH:28]=[CH:29][CH:30]=2)[CH:25]=1)(=[O:23])=[O:22])[C:8]([N:10]([CH2:15][CH2:16][CH2:17][CH2:18][CH3:19])[CH2:11][C:12]([OH:14])=O)=[O:9])=[O:4].Cl.[CH3:35][NH:36][CH3:37].C(P(=O)(OCC)OCC)#N.Cl>CN(C)C=O.C(N(CC)CC)C>[CH3:35][N:36]([CH3:37])[C:12]([CH2:11][N:10]([CH2:15][CH2:16][CH2:17][CH2:18][CH3:19])[C:8]([CH:7]([CH2:20][S:21]([C:24]1[CH:33]=[CH:32][C:31]2[C:26](=[CH:27][CH:28]=[CH:29][CH:30]=2)[CH:25]=1)(=[O:22])=[O:23])[CH2:6][CH2:5][C:3]([O:2][CH3:1])=[O:4])=[O:9])=[O:14] |f:1.2|. Procedure details: To a solution of N-[2-(2-methoxycarbonylethyl)-3-(2-naphthylsulfonyl)propionyl]-N-pentylglycine (100 mg), dimethylamine hydrochloride (21 mg), and triethylamine (70 μl) in N,N-dimethylformamide (1 ml) was added diethyl cyanophosphonate (42 μl) at 0° C. After stirring at room temperature for 16 hours, a dilute hydrochloric acid was added, and the reaction mixture was extracted with ethyl acetate. The organic layer was washed with a saturated sodium bicarbonate solution and water, dried over MgSO4... Reactants: CC(C)(O)c1ccc(Br)c2c1OCO2, C=C(O[Si](C)(C)C)C(=O)OCC, ClCCl, [Na+], [Na+], O=C([O-])[O-]. The product is CCOC(=O)C(=O)CC(C)(C)c1ccc(Br)c2c1OCO2. Reaction SMILES: [Br:1][c:2]1[cH:3][cH:4][c:5]([C:11]([CH3:12])([CH3:13])[OH:14])[c:6]2[c:7]1[O:8][CH2:9][O:10]2.[CH2:15]([CH3:16])[O:17][C:18]([C:19](=[CH2:20])[O:21][Si:22]([CH3:23])([CH3:24])[CH3:25])=[O:26].[Cl:33][CH2:34][Cl:35].[Na+:27].[Na+:28].[O-:29][C:30](=[O:31])[O-:32]>>[Br:1][c:2]1[cH:3][cH:4][c:5]([C:11]([CH3:12])([CH3:13])[CH2:21][C:19]([C:18]([O:17][CH2:15][CH3:16])=[O:26])=[O:20])[c:6]2[c:7]1[O:8][CH2:9][O:10]2. Reactants: CS(=O)(=O)NC(=O)CC=1C=2CC3=C(NC(C=4N3C=C(N4)C(=O)OCC)=O)C2C=CC1 (ethyl 9-methylsulphonamidocarbonylmethyl-4-oxo-4,5-dihydro-10H-imidazo[1,2-a]indeno[1,2-e]pyrazine-2-carboxylate), [OH-].[Na+] (sodium hydroxide), CS(=O)(=O)NC(=O)CC=1C=2CC3=C(NC(C=4N3C=C(N4)C(=O)OCC)=O)C2C=CC1 (ethyl 9-methylsulphonamidocarbonylmethyl-4-oxo-4,5-dihydro-10H-imidazo[1,2-a]indeno[1,2-e]pyrazine-2-carboxylate), O1CCOCC1 (dioxane). Solvent: O (water). Yields the product CS(=O)(=O)NC(=O)CC=1C=2CC3=C(NC(C=4N3C=C(N4)C(=O)O)=O)C2C=CC1 (9-methylsulphonamidocarbonylmethyl-4-oxo-4,5-dihydro-10H-imidazo[1,2-a]indeno[1,2-e]pyrazine-2-carboxylic acid). Conditions: time 20 hour. Procedure details: The 9-methylsulphonamidocarbonylmethyl-4-oxo-4,5-dihydro-10H-imidazo[1,2-a]indeno[1,2-e]pyrazine-2-carboxylic acid can be obtained in the following manner: 4.4 ml of 1 N aqueous sodium hydroxide are added dropwise to a solution of 0.48 g of ethyl 9-methylsulphonamidocarbonylmethyl-4-oxo-4,5-dihydro-10H-imidazo[1,2-a]indeno[1,2-e]pyrazine-2-carboxylate, 45 ml of dioxane and 1.3 ml of distilled water. The reaction medium is kept stirring for 20 hours, filtered on sintered glass and the solid thus ... As a reaction SMILES: [CH3:1][S:2]([NH:5][C:6]([CH2:8][C:9]1[C:10]2[CH2:11][C:12]3[N:17]4[CH:18]=[C:19]([C:21]([O:23]CC)=[O:22])[N:20]=[C:16]4[C:15](=[O:26])[NH:14][C:13]=3[C:27]=2[CH:28]=[CH:29][CH:30]=1)=[O:7])(=[O:4])=[O:3].[OH-].[Na+].O1CCOCC1>O>[CH3:1][S:2]([NH:5][C:6]([CH2:8][C:9]1[C:10]2[CH2:11][C:12]3[N:17]4[CH:18]=[C:19]([C:21]([OH:23])=[O:22])[N:20]=[C:16]4[C:15](=[O:26])[NH:14][C:13]=3[C:27]=2[CH:28]=[CH:29][CH:30]=1)=[O:7])(=[O:3])=[O:4] |f:1.2|. Run at time 1 hour. The solvent is C1CCOC1 (THF). Reaction SMILES: [F:1][C:2]1[CH:3]=[C:4]([C@@:9]2([CH3:18])[NH:14][C:13](=[O:15])[C:12]([CH3:17])([CH3:16])[CH2:11][CH2:10]2)[CH:5]=[C:6]([F:8])[CH:7]=1.[H-].[K+].Br[CH2:22][C:23]([O:25][CH3:26])=[O:24].[Cl-].[NH4+]>C1COCC1>[F:1][C:2]1[CH:3]=[C:4]([C@:9]2([CH3:18])[CH2:10][CH2:11][C:12]([CH3:17])([CH3:16])[C:13](=[O:15])[N:14]2[CH2:22][C:23]([O:25][CH3:26])=[O:24])[CH:5]=[C:6]([F:8])[CH:7]=1 |f:1.2,4.5|. Procedure: To a solution of (6S)-6-(3,5-difluorophenyl)-3,3,6-trimethylpiperidin-2-one (540. mg, 2.13 mmol) in THF (20 mL), chilled to 0° C. was added potassium hydride (approximately 86 mg, 2.13 mmol, as a 30% suspension in oil) under a constant stream of nitrogen. The reaction was allowed to stir for 30 minutes at which time methyl bromoacetate (391 mg, 2.56 mmol) was added at 0° C. An LCMS after one hour indicated that the reaction was incomplete, thus more potassium hydride was added (approximately 43 ... Starting materials: suspension, [H-].[K+] (potassium hydride), BrCC(=O)OC (methyl bromoacetate), [Cl-].[NH4+] (ammonium chloride), [H-].[K+] (potassium hydride), suspension, FC=1C=C(C=C(C1)F)[C@@]1(CCC(C(N1)=O)(C)C)C ((6S)-6-(3,5-difluorophenyl)-3,3,6-trimethylpiperidin-2-one). The product is FC=1C=C(C=C(C1)F)[C@]1(N(C(C(CC1)(C)C)=O)CC(=O)OC)C (Methyl [(2S)-2-(3,5-difluorophenyl)-2,5,5-trimethyl-6-oxopiperidin-1-yl]acetate). Reactants: O=C([O-])[O-], CO, CCOC(C)=O, [K+], [K+], C[Si](C)(C)C#Cc1ccc(-c2nc3c(C(=O)NC4CN5CCC4CC5)cccc3o2)cc1. Yields the product C#Cc1ccc(-c2nc3c(C(=O)NC4CN5CCC4CC5)cccc3o2)cc1. RXN SMILES: [C:33](=[O:34])([O-:35])[O-:36].[CH3:39][OH:40].[CH3:41][CH2:42][O:43][C:44](=[O:45])[CH3:46].[K+:37].[K+:38].[N:1]12[CH2:2][CH:3]([NH:9][C:10](=[O:11])[c:12]3[cH:13][cH:14][cH:15][c:16]4[c:17]3[n:18][c:19](-[c:21]3[cH:22][cH:23][c:24]([C:27]#[C:28][Si:29]([CH3:30])([CH3:31])[CH3:32])[cH:25][cH:26]3)[o:20]4)[CH:4]([CH2:5][CH2:6]1)[CH2:7][CH2:8]2>>[N:1]12[CH2:2][CH:3]([NH:9][C:10](=[O:11])[c:12]3[cH:13][cH:14][cH:15][c:16]4[c:17]3[n:18][c:19](-[c:21]3[cH:22][cH:23][c:24]([C:27]#[CH:28])[cH:25][cH:26]3)[o:20]4)[CH:4]([CH2:5][CH2:6]1)[CH2:7][CH2:8]2. RXN SMILES: [CH3:1][O:2][C:3]([CH2:4][c:5]1[cH:6][c:7]([O:13][c:14]2[c:15]([CH2:21][Br:22])[cH:16][c:17]([Br:20])[cH:18][cH:19]2)[c:8]([O:11][CH3:12])[cH:9][cH:10]1)=[O:23].[F:24][C:25]([c:26]1[cH:27][c:28]([CH:36]2[CH:37]([CH3:42])[NH:38][C:39](=[O:41])[O:40]2)[cH:29][c:30]([C:32]([F:33])([F:34])[F:35])[cH:31]1)([F:43])[F:44]>>[CH3:1][O:2][C:3]([CH2:4][c:5]1[cH:6][c:7]([O:13][c:14]2[c:15]([CH2:21][N:38]3[CH:37]([CH3:42])[CH:36]([c:28]4[cH:27][c:26]([C:25]([F:24])([F:43])[F:44])[cH:31][c:30]([C:32]([F:33])([F:34])[F:35])[cH:29]4)[O:40][C:39]3=[O:41])[cH:16][c:17]([Br:20])[cH:18][cH:19]2)[c:8]([O:11][CH3:12])[cH:9][cH:10]1)=[O:23]. Yields the product COC(=O)Cc1ccc(OC)c(Oc2ccc(Br)cc2CN2C(=O)OC(c3cc(C(F)(F)F)cc(C(F)(F)F)c3)C2C)c1. Starting materials: COC(=O)Cc1ccc(OC)c(Oc2ccc(Br)cc2CBr)c1, CC1NC(=O)OC1c1cc(C(F)(F)F)cc(C(F)(F)F)c1. Starting materials: CN(C)CCN, CC(C)O, COn1c(=O)c(-c2cc([N+](=O)[O-])ccc2Cl)cc2cnc(S(C)(=O)=O)nc21, Cl. Yields the product COn1c(=O)c(-c2cc([N+](=O)[O-])ccc2Cl)cc2cnc(NCCN(C)C)nc21. RXN SMILES: [CH3:28][N:29]([CH2:30][CH2:31][NH2:32])[CH3:33].[CH3:35][CH:36]([OH:37])[CH3:38].[Cl:1][c:2]1[c:3](-[c:11]2[cH:12][c:13]3[c:14]([n:15][c:16]([S:19]([CH3:20])(=[O:21])=[O:22])[n:17][cH:18]3)[n:23]([O:26][CH3:27])[c:24]2=[O:25])[cH:4][c:5]([N+:8](=[O:9])[O-:10])[cH:6][cH:7]1.[ClH:34]>>[Cl:1][c:2]1[c:3](-[c:11]2[cH:12][c:13]3[c:14]([n:15][c:16]([NH:32][CH2:31][CH2:30][N:29]([CH3:28])[CH3:33])[n:17][cH:18]3)[n:23]([O:26][CH3:27])[c:24]2=[O:25])[cH:4][c:5]([N+:8](=[O:9])[O-:10])[cH:6][cH:7]1.